From a dataset of the Open Reaction Database (ORD), a public repository of structured organic reaction records. describe an organic reaction: reactants, conditions, products, and yield Reactants: CC(C)(C)OC(=O)NC(CNO)Cc1ccc(Oc2ccc(Cl)cc2)cc1, Cl, C1COCCO1. Yields the product Cl, NC(CNO)Cc1ccc(Oc2ccc(Cl)cc2)cc1. RXN SMILES: [C:1]([O:2][C:3](=[O:4])[NH:7][CH:8]([CH2:9][c:10]1[cH:11][cH:12][c:13]([O:16][c:17]2[cH:18][cH:19][c:20]([Cl:23])[cH:21][cH:22]2)[cH:14][cH:15]1)[CH2:24][NH:25][OH:26])([CH3:5])([CH3:6])[CH3:27].[ClH:28].[O:29]1[CH2:30][CH2:31][O:32][CH2:33][CH2:34]1>>[ClH:28].[NH2:7][CH:8]([CH2:9][c:10]1[cH:11][cH:12][c:13]([O:16][c:17]2[cH:18][cH:19][c:20]([Cl:23])[cH:21][cH:22]2)[cH:14][cH:15]1)[CH2:24][NH:25][OH:26]. The reactants are CCCCc1c2c(nc3c1CCCC3)CCCC2, ClCCl, O=C(OO)c1cccc(Cl)c1. Yields the product CCCCc1c2c([n+]([O-])c3c1CCCC3)CCCC2. Reaction SMILES: [CH2:12]([CH2:13][CH2:14][CH3:15])[c:16]1[c:17]2[c:22]([n:23][c:24]3[c:29]1[CH2:28][CH2:27][CH2:26][CH2:25]3)[CH2:21][CH2:20][CH2:19][CH2:18]2.[CH2:30]([Cl:31])[Cl:32].[Cl:1][c:2]1[cH:3][c:4]([C:9](=[O:6])[O:10][OH:11])[cH:5][cH:7][cH:8]1>>[O-:6][n+:23]1[c:22]2[c:17]([c:16]([CH2:12][CH2:13][CH2:14][CH3:15])[c:29]3[c:24]1[CH2:25][CH2:26][CH2:27][CH2:28]3)[CH2:18][CH2:19][CH2:20][CH2:21]2. Starting materials: [Al+3], C1CCOC1, COC(=O)c1ccc(-c2cccc(OC3CC3)c2)c(C2CCCC2(C)C)c1, [H-], [H-], [H-], [H-], [Li+], [Na+], [OH-]. The product is CC1(C)CCCC1c1cc(CO)ccc1-c1cccc(OC2CC2)c1. As a reaction SMILES: [Al+3:29].[CH2:36]1[O:37][CH2:38][CH2:39][CH2:40]1.[CH:1]1([O:4][c:5]2[cH:6][c:7](-[c:11]3[c:12]([CH:21]4[C:22]([CH3:26])([CH3:27])[CH2:23][CH2:24][CH2:25]4)[cH:13][c:14]([C:17](=[O:18])[O:19][CH3:20])[cH:15][cH:16]3)[cH:8][cH:9][cH:10]2)[CH2:2][CH2:3]1.[H-:28].[H-:31].[H-:32].[H-:33].[Li+:30].[Na+:35].[OH-:34]>>[CH:1]1([O:4][c:5]2[cH:6][c:7](-[c:11]3[c:12]([CH:21]4[C:22]([CH3:26])([CH3:27])[CH2:23][CH2:24][CH2:25]4)[cH:13][c:14]([CH2:17][OH:18])[cH:15][cH:16]3)[cH:8][cH:9][cH:10]2)[CH2:2][CH2:3]1. Reactants: NC1=NC=C(C(=O)OC)C=C1 (Methyl 6-amino-nicotinate), C(CC)C(C(=O)OCC)C(=O)C (ethyl 2-propylacetoacetate), C1(=CC=C(C=C1)S(=O)(=O)O)C (p-toluensulphonic acid). Run at temperature 150 celsius, time 42 hour. Product: COC(=O)C=1C=CC=2N(C(C(=C(N2)C)CCC)=O)C1 (2-methyl-3-propyl-4-oxo-4H-pyrido[1.2-a]pyrimidine-7-carboxylic acid methyl ester). Reaction SMILES: [NH2:1][C:2]1[CH:11]=[CH:10][C:5]([C:6]([O:8][CH3:9])=[O:7])=[CH:4][N:3]=1.[CH2:12]([CH:15]([C:21]([CH3:23])=O)[C:16](OCC)=[O:17])[CH2:13][CH3:14].C1(C)C=CC(S(O)(=O)=O)=CC=1>>[CH3:9][O:8][C:6]([C:5]1[CH:10]=[CH:11][C:2]2[N:3]([CH:4]=1)[C:16](=[O:17])[C:15]([CH2:12][CH2:13][CH3:14])=[C:21]([CH3:23])[N:1]=2)=[O:7]. Procedure: Methyl 6-amino-nicotinate (4g) was reacted with ethyl 2-propylacetoacetate (17.3 g) in the presence of p-toluensulphonic acid (0.16 g) under stirring at 150° C. for 42 hours. After cooling and dilution with hexane the precipitate was filtered and crystallized from methanol, thus giving 2.9 g of 2-methyl-3-propyl-4-oxo-4H-pyrido[1.2-a]pyrimidine-7-carboxylic acid methyl ester m.p. 98°-99° C., which were reacted with benzaldehyde (7 g) in methanol (100 ml), in the presence of sodium methoxide (1.7... Starting materials: O=C(Cl)C(=O)Cl, CN1CCC(C(=O)O)CC1, ClCCl, Cl, CN(C)C=O, O=C(Cc1ccccc1)c1ccccc1. As a reaction SMILES: [C:1]([Cl:2])(=[O:3])[C:4]([Cl:5])=[O:6].[CH3:8][N:9]1[CH2:10][CH2:11][CH:12]([C:15](=[O:16])[OH:17])[CH2:13][CH2:14]1.[Cl:38][CH2:39][Cl:40].[ClH:7].[O:18]=[CH:19][N:20]([CH3:21])[CH3:22].[c:23]1([C:29]([CH2:30][c:31]2[cH:32][cH:33][cH:34][cH:35][cH:36]2)=[O:37])[cH:24][cH:25][cH:26][cH:27][cH:28]1>>[CH3:8][N:9]1[CH2:10][CH2:11][CH:12]([C:15](=[O:16])[O:17][C:29]([c:23]2[cH:24][cH:25][cH:26][cH:27][cH:28]2)=[CH:30][c:31]2[cH:32][cH:33][cH:34][cH:35][cH:36]2)[CH2:13][CH2:14]1. The product is CN1CCC(C(=O)OC(=Cc2ccccc2)c2ccccc2)CC1. The reactants are CCOCC, CN(N=O)C(N)=O, CCOCC, C=Cc1c(F)c(F)c(C(=O)OC)c(F)c1F, C=[N+]=[N-], Cc1ccccc1C. RXN SMILES: [CH2:17]([O:18][CH2:19][CH3:20])[CH3:21].[CH3:25][N:26]([N:27]=[O:28])[C:29]([NH2:30])=[O:31].[CH3:32][CH2:33][O:34][CH2:35][CH3:36].[F:1][c:2]1[c:3]([C:4](=[O:5])[O:6][CH3:7])[c:8]([F:16])[c:9]([F:15])[c:10]([CH:13]=[CH2:14])[c:11]1[F:12].[N+:22](=[CH2:23])=[N-:24].[c:37]1([CH3:38])[c:39]([CH3:40])[cH:41][cH:42][cH:43][cH:44]1>>[F:1][c:2]1[c:3]([C:4](=[O:5])[O:6][CH3:7])[c:8]([F:16])[c:9]([F:15])[c:10]([CH:13]2[CH2:14][CH2:17]2)[c:11]1[F:12]. Yields the product COC(=O)c1c(F)c(F)c(C2CC2)c(F)c1F.